From a dataset of the Open Reaction Database (ORD), a public repository of structured organic reaction records. describe an organic reaction: reactants, conditions, products, and yield Starting materials: [Li] (lithium), O(CC)CC (1,1'-oxybisethane), 13, CC1=C(C(=CC=C1)C)NC1CCN(CC1)C(=O)OCC (ethyl 4-[N-(2,6-dimethylphenyl)amino]-1-piperidinecarboxylate), O(CC)CC (1,1'-oxybisethane). Run in O (water). Reaction conditions: temperature 5 celsius, time 20 hour. Yields the product CC1=C(C(=CC=C1)C)NC1CCN(CC1)C (N-(2,6-dimethylphenyl)-1-methyl-4-piperidinamine). Reaction SMILES: [Li].O(CC)CC.[CH3:7][C:8]1[CH:13]=[CH:12][CH:11]=[C:10]([CH3:14])[C:9]=1[NH:15][CH:16]1[CH2:21][CH2:20][N:19]([C:22](OCC)=O)[CH2:18][CH2:17]1>O>[CH3:7][C:8]1[CH:13]=[CH:12][CH:11]=[C:10]([CH3:14])[C:9]=1[NH:15][CH:16]1[CH2:17][CH2:18][N:19]([CH3:22])[CH2:20][CH2:21]1 |^1:0|. Procedure: To a stirred and refluxing suspension of 2 parts of lithium aluminumhydride in 120 parts of 1,1'-oxybisethane is added dropwise a solution of 13 parts of ethyl 4-[N-(2,6-dimethylphenyl)amino]-1-piperidinecarboxylate in 40 parts of 1,1'-oxybisethane. After the addition is complete, stirring and refluxing is continued for 20 hours. The reaction mixture is cooled to 5° C. and 7 parts of water are added. The formed precipitate is filtered off, washed on the filter with 1,1'-oxybisethane and the filt... The reactants are CN1N=NN=C1C1=CC=C(C=C1)[N+](=O)[O-] (1-Methyl-5-(4-nitro-phenyl)-1H-tetrazole). Reagents/catalysts: [OH-].[OH-].[Pd+2] (Pd(OH)2). Solvent: CO.CCOC(=O)C (MeOH EtOAc). The product is CN1N=NN=C1C1=CC=C(C=C1)N (4-(1-Methyl-1H-tetrazol-5-yl)-phenylamine). The yield is 95.4%. Reaction SMILES: [CH3:1][N:2]1[C:6]([C:7]2[CH:12]=[CH:11][C:10]([N+:13]([O-])=O)=[CH:9][CH:8]=2)=[N:5][N:4]=[N:3]1>[OH-].[OH-].[Pd+2].CO.CCOC(C)=O>[CH3:1][N:2]1[C:6]([C:7]2[CH:12]=[CH:11][C:10]([NH2:13])=[CH:9][CH:8]=2)=[N:5][N:4]=[N:3]1 |f:1.2.3,4.5|. Procedure details: 1-Methyl-5-(4-nitro-phenyl)-1H-tetrazole (470 mg), 20% Pd(OH)2 (94 mg), and 1:1 MeOH/EtOAc (25 ml), were hydrogenated at 50 PSI for 1 hour. The reaction was filtered through fiberglass filter paper under nitrogen. The filtrate was stripped to yield 383 mg of yellow solids as product. Mass Spec detects 176 (M+H). NMR (300 MHz, CDCl3) δ 7.57 (d, 2H, J=7 Hz), 6.80 (d, 2H, J=7 Hz), 4.14 (s, 3H), 4.03 (M, 2H). Starting materials: C(C)(=O)OCC (ethyl acetate), Cl (hydrochloric acid), OC1=C(C(=O)OCC)C=C(C=C1)C#CC1=CC=C(C=C1)S(=O)(=O)NC1=NC=CC=C1C (Ethyl 2-hydroxy-5-[[4-[(3-methyl-2-pyridinylamino)sulfonyl]phenyl]ethynyl]benzoate), [OH-].[K+] (potassium hydroxide). Run in O (water), O (water), CC(=O)C (acetone). Yields the product OC1=C(C(=O)O)C=C(C=C1)C#CC1=CC=C(C=C1)S(=O)(=O)NC1=NC=CC=C1C (2-Hydroxy -5-[[4-[(3-methyl-2-pyridinylamino)sulfonyl]phenyl]ethynyl]benzoic acid). RXN SMILES: [OH:1][C:2]1[CH:12]=[CH:11][C:10]([C:13]#[C:14][C:15]2[CH:20]=[CH:19][C:18]([S:21]([NH:24][C:25]3[C:30]([CH3:31])=[CH:29][CH:28]=[CH:27][N:26]=3)(=[O:23])=[O:22])=[CH:17][CH:16]=2)=[CH:9][C:3]=1[C:4]([O:6]CC)=[O:5].[OH-].[K+].C(OCC)(=O)C.Cl>O.CC(C)=O>[OH:1][C:2]1[CH:12]=[CH:11][C:10]([C:13]#[C:14][C:15]2[CH:16]=[CH:17][C:18]([S:21]([NH:24][C:25]3[C:30]([CH3:31])=[CH:29][CH:28]=[CH:27][N:26]=3)(=[O:23])=[O:22])=[CH:19][CH:20]=2)=[CH:9][C:3]=1[C:4]([OH:6])=[O:5] |f:1.2|. Reported procedure: Ethyl 2-hydroxy-5-[[4-[(3-methyl-2-pyridinylamino)sulfonyl]phenyl]ethynyl]benzoate (15.5 g, 35 mmol) was refluxed in potassium hydroxide (10 g, 0.15 mol) in water (100 ml) for 1 h. After cooling to ca 70° C., ethyl acetate (50 ml) was added and hydrochloric acid was added to reach pH 7-8. Cooling during stirring and then filration gave a solid that was disolved in acetone (100 ml) and water (100 ml). The solution was acidified at ca 50° C. and cooled, filtered and washed with water. Yield 8.0 g ... The reactants are COc1ccc(-c2ccc([N+](=O)[O-])cc2)cc1C(=O)O, Cc1noc(C(N)Cc2ccc(-c3ccc(F)c(Cl)c3)cc2)n1, Cl. Product: COc1ccc(-c2ccc([N+](=O)[O-])cc2)cc1C(=O)NC(Cc1ccc(-c2ccc(F)c(Cl)c2)cc1)c1nc(C)no1. Reaction SMILES: [CH3:1][O:2][c:3]1[c:4]([C:18](=[O:19])[OH:20])[cH:5][c:6](-[c:9]2[cH:10][cH:11][c:12]([N+:15](=[O:16])[O-:17])[cH:13][cH:14]2)[cH:7][cH:8]1.[Cl:22][c:23]1[cH:24][c:25](-[c:30]2[cH:31][cH:32][c:33]([CH2:36][CH:37]([c:38]3[n:39][c:40]([CH3:43])[n:41][o:42]3)[NH2:44])[cH:34][cH:35]2)[cH:26][cH:27][c:28]1[F:29].[ClH:21]>>[CH3:1][O:2][c:3]1[c:4]([C:18](=[O:20])[NH:44][CH:37]([CH2:36][c:33]2[cH:32][cH:31][c:30](-[c:25]3[cH:24][c:23]([Cl:22])[c:28]([F:29])[cH:27][cH:26]3)[cH:35][cH:34]2)[c:38]2[n:39][c:40]([CH3:43])[n:41][o:42]2)[cH:5][c:6](-[c:9]2[cH:10][cH:11][c:12]([N+:15](=[O:16])[O-:17])[cH:13][cH:14]2)[cH:7][cH:8]1. The reactants are C(C)(C)(C)OC([C@@H](NC(C1=CC=C(C=C1)N)=O)CCC(=O)OC(C)(C)C)=O (4-aminobenzoylglutamic acid di-t-butyl ester), O (water), C(CCCCCCCCCCCCCCC)(=O)OC(CSCC(C(=O)O)C)COC(CCCCCCCCCCCCCCC)=O (6,7-bis(palmitoyloxy)-2-methyl-4-thiaheptanoic acid), Example 42. The solvent is N1=CC=CC=C1 (pyridine), P(Cl)(Cl)Cl (phosphorus trichloride). Conditions: time 2 hour. The product is C(C)(C)(C)OC([C@@H](NC(C1=CC=C(C=C1)NC(C(CSCC(COC(CCCCCCCCCCCCCCC)=O)OC(CCCCCCCCCCCCCCC)=O)C)=O)=O)CCC(=O)OC(C)(C)C)=O ((4-(6,7-bis(palmitoyloxy)-2-methyl-4-thiaheptanoyl)amino-benzoyl)glutamic acid di-t-butyl ester). Yield: 62.0%. As a reaction SMILES: [C:1]([O:5][C:6](=[O:27])[C@H:7]([CH2:18][CH2:19][C:20]([O:22][C:23]([CH3:26])([CH3:25])[CH3:24])=[O:21])[NH:8][C:9](=[O:17])[C:10]1[CH:15]=[CH:14][C:13]([NH2:16])=[CH:12][CH:11]=1)([CH3:4])([CH3:3])[CH3:2].[C:28]([O:45][CH:46]([CH2:55][O:56][C:57](=[O:73])[CH2:58][CH2:59][CH2:60][CH2:61][CH2:62][CH2:63][CH2:64][CH2:65][CH2:66][CH2:67][CH2:68][CH2:69][CH2:70][CH2:71][CH3:72])[CH2:47][S:48][CH2:49][CH:50]([CH3:54])[C:51](O)=[O:52])(=[O:44])[CH2:29][CH2:30][CH2:31][CH2:32][CH2:33][CH2:34][CH2:35][CH2:36][CH2:37][CH2:38][CH2:39][CH2:40][CH2:41][CH2:42][CH3:43].O>N1C=CC=CC=1.P(Cl)(Cl)Cl>[C:1]([O:5][C:6](=[O:27])[C@H:7]([CH2:18][CH2:19][C:20]([O:22][C:23]([CH3:26])([CH3:25])[CH3:24])=[O:21])[NH:8][C:9](=[O:17])[C:10]1[CH:15]=[CH:14][C:13]([NH:16][C:51](=[O:52])[CH:50]([CH3:54])[CH2:49][S:48][CH2:47][CH:46]([O:45][C:28](=[O:44])[CH2:29][CH2:30][CH2:31][CH2:32][CH2:33][CH2:34][CH2:35][CH2:36][CH2:37][CH2:38][CH2:39][CH2:40][CH2:41][CH2:42][CH3:43])[CH2:55][O:56][C:57](=[O:73])[CH2:58][CH2:59][CH2:60][CH2:61][CH2:62][CH2:63][CH2:64][CH2:65][CH2:66][CH2:67][CH2:68][CH2:69][CH2:70][CH2:71][CH3:72])=[CH:12][CH:11]=1)([CH3:3])([CH3:4])[CH3:2]. Procedure details: To a solution of 4-aminobenzoylglutamic acid di-t-butyl ester (378 mg) in pyridine (5 ml), phosphorus trichloride (0.044 ml) was added, followed by stirring at room temperature for 2 hours. To this solution, 6,7-bis(palmitoyloxy)-2-methyl-4-thiaheptanoic acid as obtained in Reference Example 42 (336 mg) was added, followed by stirring at room temperature for 24 hours. After addition of water, the reaction mixture was extracted with ethyl acetate. The extract was washed with a 5% aqueous solution...